The task is: describe an organic reaction: reactants, conditions, products, and yield. This data is from the Open Reaction Database (ORD), a public repository of structured organic reaction records. Reactants: O=C1OCC2CNCCN12, Clc1ccc2c(Cl)nncc2c1, CN(C)C=O. Yields the product O=C1OCC2CN(c3nncc4cc(Cl)ccc34)CCN12. As a reaction SMILES: [CH2:1]1[O:2][C:3](=[O:10])[N:4]2[CH:5]1[CH2:6][NH:7][CH2:8][CH2:9]2.[Cl:11][c:12]1[n:13][n:14][cH:15][c:16]2[cH:17][c:18]([Cl:22])[cH:19][cH:20][c:21]12.[O:23]=[CH:24][N:25]([CH3:26])[CH3:27]>>[CH2:1]1[O:2][C:3](=[O:10])[N:4]2[CH:5]1[CH2:6][N:7]([c:12]1[n:13][n:14][cH:15][c:16]3[cH:17][c:18]([Cl:22])[cH:19][cH:20][c:21]13)[CH2:8][CH2:9]2. Reactants: CN(C)C=O, [H-], [Na+], O, Cc1cc(C)c(S(=O)(=O)Cl)c(C)c1, O=Cc1c[nH]c(-c2ccccc2)n1. Product: Cc1cc(C)c(S(=O)(=O)n2cc(C=O)nc2-c2ccccc2)c(C)c1. Reaction SMILES: [CH3:30][N:31]([CH3:32])[CH:33]=[O:34].[H-:14].[Na+:15].[OH2:29].[c:16]1([CH3:28])[c:17]([S:24](=[O:25])(=[O:26])[Cl:27])[c:18]([CH3:23])[cH:19][c:20]([CH3:22])[cH:21]1.[c:1]1(-[c:7]2[nH:8][cH:9][c:10]([CH:12]=[O:13])[n:11]2)[cH:2][cH:3][cH:4][cH:5][cH:6]1>>[c:1]1(-[c:7]2[n:8]([S:24]([c:17]3[c:16]([CH3:28])[cH:21][c:20]([CH3:22])[cH:19][c:18]3[CH3:23])(=[O:25])=[O:26])[cH:9][c:10]([CH:12]=[O:13])[n:11]2)[cH:2][cH:3][cH:4][cH:5][cH:6]1. Reactants: C[Mg]Br (methylmagnesium bromide), ClC1=NC2=C(C=CC=C2C=C1C=O)C (2-chloro-8-methylquinoline-3-carboxaldehyde), [NH4+].[Cl-] (NH4Cl). Run in C1CCOC1 (THF). Run at temperature -78 celsius, time 1 hour. Yields the product ClC1=NC2=C(C=CC=C2C=C1C(C)O)C (1-(2-Chloro-8-methylquinolin-3-yl)ethanol). Isolated yield 74.3%. Reaction SMILES: [Cl:1][C:2]1[C:11]([CH:12]=[O:13])=[CH:10][C:9]2[C:4](=[C:5]([CH3:14])[CH:6]=[CH:7][CH:8]=2)[N:3]=1.[CH3:15][Mg]Br.[NH4+].[Cl-]>C1COCC1>[Cl:1][C:2]1[C:11]([CH:12]([OH:13])[CH3:15])=[CH:10][C:9]2[C:4](=[C:5]([CH3:14])[CH:6]=[CH:7][CH:8]=2)[N:3]=1 |f:2.3|. Reported procedure: To a suspension of 2-chloro-8-methylquinoline-3-carboxaldehyde (10 g, 48.6 mmol) in dry THF (100 mL) under nitrogen cooled to −78° C. was added dropwise over 1 h methylmagnesium bromide (40 mL, 121.6 mmol, 3.0M solution in Et2O). The reaction was allowed to warm to r.t. and stirred for a further 1 h before being poured slowly into NH4Cl solution (100 mL). The mixture was extracted with EtOAc (2×200 mL) and the organic layers were combined, dried (MgSO4), filtered and concentrated in vacuo to aff...